From a dataset of the Open Reaction Database (ORD), a public repository of structured organic reaction records. describe an organic reaction: reactants, conditions, products, and yield RXN SMILES: [CH2:1]([CH3:2])[O:3][C:4]([CH2:5][CH2:6][NH:7][C:8]1=[N:12][C:11](=[O:13])[C:10](=[CH:14][c:15]2[cH:16][cH:17][c:18]([N:21]3[CH2:22][CH2:23][CH:24]([NH:27][CH2:28][CH:29]([CH2:30][O:31][c:32]4[cH:33][cH:34][cH:35][c:36]5[nH:37][c:38](=[O:41])[nH:39][c:40]45)[OH:42])[CH2:25][CH2:26]3)[cH:19][cH:20]2)[S:9]1)=[O:43].[Na+:45].[OH-:44]>>[O:3]=[C:4]([CH2:5][CH2:6][NH:7][C:8]1=[N:12][C:11](=[O:13])[C:10](=[CH:14][c:15]2[cH:16][cH:17][c:18]([N:21]3[CH2:22][CH2:23][CH:24]([NH:27][CH2:28][CH:29]([CH2:30][O:31][c:32]4[cH:33][cH:34][cH:35][c:36]5[nH:37][c:38](=[O:41])[nH:39][c:40]45)[OH:42])[CH2:25][CH2:26]3)[cH:19][cH:20]2)[S:9]1)[OH:43]. Product: O=C(O)CCNC1=NC(=O)C(=Cc2ccc(N3CCC(NCC(O)COc4cccc5[nH]c(=O)[nH]c45)CC3)cc2)S1. Starting materials: CCOC(=O)CCNC1=NC(=O)C(=Cc2ccc(N3CCC(NCC(O)COc4cccc5[nH]c(=O)[nH]c45)CC3)cc2)S1, [Na+], [OH-]. The reactants are FC=1C=C(C=CC1)[C@H](C)N ((S)-1-(3-fluorophenyl)ethanamine), C(C)(C)(C)OC(=O)C1=C(C=CC=C1)C1=CC=C(C=C1)CN1C(=C(C2=CC(=CC=C12)C(=O)O)C)C (1-((2′-(tert-butoxycarbonyl)-[1,1′-biphenyl]-4-yl)methyl)-2,3-dimethyl-1H-indole-5-carboxylic acid). The product is FC=1C=C(C=CC1)[C@H](C)NC(=O)C=1C=C2C(=C(N(C2=CC1)CC1=CC=C(C=C1)C=1C(=CC=CC1)C(=O)O)C)C ((S)-4′-((5-((1-(3-fluorophenyl)ethyl)carbamoyl)-2,3-dimethyl-1H-indol-1-yl)methyl)-[1,1′-biphenyl]-2-carboxylic acid). As a reaction SMILES: [F:1][C:2]1[CH:3]=[C:4]([C@@H:8]([NH2:10])[CH3:9])[CH:5]=[CH:6][CH:7]=1.C([O:15][C:16]([C:18]1[CH:23]=[CH:22][CH:21]=[CH:20][C:19]=1[C:24]1[CH:29]=[CH:28][C:27]([CH2:30][N:31]2[C:39]3[C:34](=[CH:35][C:36]([C:40](O)=[O:41])=[CH:37][CH:38]=3)[C:33]([CH3:43])=[C:32]2[CH3:44])=[CH:26][CH:25]=1)=[O:17])(C)(C)C>>[F:1][C:2]1[CH:3]=[C:4]([C@@H:8]([NH:10][C:40]([C:36]2[CH:35]=[C:34]3[C:39](=[CH:38][CH:37]=2)[N:31]([CH2:30][C:27]2[CH:26]=[CH:25][C:24]([C:19]4[C:18]([C:16]([OH:17])=[O:15])=[CH:23][CH:22]=[CH:21][CH:20]=4)=[CH:29][CH:28]=2)[C:32]([CH3:44])=[C:33]3[CH3:43])=[O:41])[CH3:9])[CH:5]=[CH:6][CH:7]=1. Procedure: The title compound was prepared following the same general protocol as described in Step 8-9, Example 1, using the (S)-1-(3-fluorophenyl)ethanamine and the 1-((2′-(tert-butoxycarbonyl)-[1,1′-biphenyl]-4-yl)methyl)-2,3-dimethyl-1H-indole-5-carboxylic acid. ESI-MS (m/z): 521 [M+H]+.